The task is: describe an organic reaction: reactants, conditions, products, and yield. This data is from the Open Reaction Database (ORD), a public repository of structured organic reaction records. Reactants: C(C)OC(=O)N1CCC(CC1)C1=CNC2=NC=CC=C21 (4-(1H-pyrrolo[2,3-b]pyridin-3-yl)-piperidine-1-carboxylic acid ethyl ester), BrCC1=NC=CC=C1 (2-bromomethylpyridine). The product is N1CCC(CC1)C1=CN(C2=NC=CC=C21)CC2=NC=CC=C2 (3-piperidin-4-yl-1-pyridin-2-ylmethyl-1H-pyrrolo[2,3-b]pyridine). As a reaction SMILES: C(OC([N:6]1[CH2:11][CH2:10][CH:9]([C:12]2[C:20]3[C:15](=[N:16][CH:17]=[CH:18][CH:19]=3)[NH:14][CH:13]=2)[CH2:8][CH2:7]1)=O)C.Br[CH2:22][C:23]1[CH:28]=[CH:27][CH:26]=[CH:25][N:24]=1>>[NH:6]1[CH2:7][CH2:8][CH:9]([C:12]2[C:20]3[C:15](=[N:16][CH:17]=[CH:18][CH:19]=3)[N:14]([CH2:22][C:23]3[CH:28]=[CH:27][CH:26]=[CH:25][N:24]=3)[CH:13]=2)[CH2:10][CH2:11]1. Procedure: This compound was prepared following the procedure described in example 24, parts C and D, starting with 0.2 g (0.66 mmol) of 4-(1H-pyrrolo[2,3-b]pyridin-3-yl)-piperidine-1-carboxylic acid ethyl ester and 0.149 g (0.86 mmol) of 2-bromomethylpyridine. After standard work-up, 0.21 g (72% of yield) of the expected product were isolated. Starting materials: S1C(=CC2=C1C=CC=C2)B(O)O (benzothiophene-2-boronic acid), bis(acetato)triphenylphosphine palladium(II), C(C1=CC=CC=C1)(=O)NC1=C(C(=O)OC)C=CC(=C1)Br (methyl 2-(benzamido)-4-bromobenzoate), C([O-])([O-])=O.[Na+].[Na+] (sodium carbonate), polymer, S1C(=CC2=C1C=CC=C2)B(O)O (benzothiophene-2-boronic acid), C([O-])([O-])=O.[Na+].[Na+] (sodium carbonate). Solvent: CN(C(C)=O)C (N,N-dimethylacetamide). Run at temperature 90 celsius, time 12 hour. Product: C(C1=CC=CC=C1)(=O)NC1=C(C(=O)O)C=CC(=C1)C=1SC2=C(C1)C=CC=C2 (2-(benzamido)-4-(benzothiophen-2-yl)benzoic acid). The yield is 3.2%. RXN SMILES: [S:1]1[C:5]2[CH:6]=[CH:7][CH:8]=[CH:9][C:4]=2[CH:3]=[C:2]1B(O)O.C(=O)([O-])[O-].[Na+].[Na+].[C:19]([NH:27][C:28]1[CH:37]=[C:36](Br)[CH:35]=[CH:34][C:29]=1[C:30]([O:32]C)=[O:31])(=[O:26])[C:20]1[CH:25]=[CH:24][CH:23]=[CH:22][CH:21]=1>CN(C)C(=O)C>[C:19]([NH:27][C:28]1[CH:37]=[C:36]([C:2]2[S:1][C:5]3[CH:6]=[CH:7][CH:8]=[CH:9][C:4]=3[CH:3]=2)[CH:35]=[CH:34][C:29]=1[C:30]([OH:32])=[O:31])(=[O:26])[C:20]1[CH:21]=[CH:22][CH:23]=[CH:24][CH:25]=1 |f:1.2.3|. Reported procedure: 56 mg of benzothiophene-2-boronic acid, 55 mg of sodium carbonate and 30 mg of polymer supported bis(acetato)triphenylphosphine palladium(II) were added to 2.5 mL of N,N-dimethylacetamide solution containing 70 mg of methyl 2-(benzamido)-4-bromobenzoate, and stirred at 90° C. for 12 hours. After cooled to room temperature 37 mg of benzothiophene-2-boronic acid and 22 mg of sodium carbonate were added and stirred at 90° C. for 12 hours. After the reaction mixture was cooled to room temperature, i... The reactants are CCOC(C)=O, CC[SiH](CC)CC, Cc1ccc2c(c1)C1OCC(c3ccccc3)N1C2=O, CCCCCC, [Cl-], [Cl-], [Cl-], [Cl-], ClCCl, [Ti+4]. Product: Cc1ccc2c(c1)CN(C(CO)c1ccccc1)C2=O. RXN SMILES: [C:28]([O:29][CH2:30][CH3:31])(=[O:32])[CH3:33].[CH2:21]([SiH:22]([CH2:23][CH3:24])[CH2:25][CH3:26])[CH3:27].[CH3:1][c:2]1[cH:3][cH:4][c:5]2[c:9]([cH:10]1)[CH:8]1[N:7]([C:6]2=[O:20])[CH:13]([c:14]2[cH:15][cH:16][cH:17][cH:18][cH:19]2)[CH2:12][O:11]1.[CH3:34][CH2:35][CH2:36][CH2:37][CH2:38][CH3:39].[Cl-:43].[Cl-:44].[Cl-:45].[Cl-:46].[Cl:40][CH2:41][Cl:42].[Ti+4:47]>>[CH3:1][c:2]1[cH:3][cH:4][c:5]2[c:9]([cH:10]1)[CH2:8][N:7]([CH:13]([CH2:12][OH:11])[c:14]1[cH:15][cH:16][cH:17][cH:18][cH:19]1)[C:6]2=[O:20]. Starting materials: Cl.CO (hydrochloric acid methanol), OC1=C(C(=CC(=C1)OCOC)OCOC)C(CCC1=CC(=C(C=C1)OCOC)OCOC)=O (1-[2-hydroxy-4,6-bis(methoxymethoxy)phenyl]-3-[3,4-bis(methoxymethoxy)phenyl]-1-propanone), ice water. Run in CO (methanol). Product: OC1=C(C(=CC(=C1)O)O)C(CCC1=CC(=C(C=C1)O)O)=O (1-(2,4,6-trihydroxyphenyl)-3-(3,4-dihydroxyphenyl)-1-propanone). The yield is 34.9%. RXN SMILES: [OH:1][C:2]1[CH:7]=[C:6]([O:8]COC)[CH:5]=[C:4]([O:12]COC)[C:3]=1[C:16](=[O:33])[CH2:17][CH2:18][C:19]1[CH:24]=[CH:23][C:22]([O:25]COC)=[C:21]([O:29]COC)[CH:20]=1.Cl.CO>CO>[OH:1][C:2]1[CH:7]=[C:6]([OH:8])[CH:5]=[C:4]([OH:12])[C:3]=1[C:16](=[O:33])[CH2:17][CH2:18][C:19]1[CH:24]=[CH:23][C:22]([OH:25])=[C:21]([OH:29])[CH:20]=1 |f:1.2|. Reported procedure: Then, 4.3 g of 1-[2-hydroxy-4,6-bis(methoxymethoxy)phenyl]-3-[3,4-bis(methoxymethoxy)phenyl]-1-propanone was dissolved in 16 ml of methanol, and 33 ml of a hydrochloric acid/methanol reagent was added to the solution and the mixture was refluxed for 10 minutes. Then, the reaction liquid was poured into ice water and extracted with ethyl acetate, and the ethyl acetate layer was washed with water, dried with anhydrous sodium sulfate and filtered and the solvent was removed from the filtrate by dis... Reactants: C(C)(C)OC1=CC=C(C(=O)C2=CC=C(C=C2)[N+](=O)[O-])C=C1 (4-(4-isopropoxybenzoyl)-nitrobenzene), Cl (hydrochloric acid). The reagents and catalysts are [Pd] (palladium on carbon). Solvent: C(C)O (ethanol). Conditions: time 16 hour. Yields the product C(C)(C)OC1=CC=C(CC2=CC=C(C=C2)N)C=C1 (4-(4-isopropoxybenzyl)-phenylamine). The yield is 87.8%. RXN SMILES: [CH:1]([O:4][C:5]1[CH:21]=[CH:20][C:8]([C:9]([C:11]2[CH:16]=[CH:15][C:14]([N+:17]([O-])=O)=[CH:13][CH:12]=2)=O)=[CH:7][CH:6]=1)([CH3:3])[CH3:2].Cl>[Pd].C(O)C>[CH:1]([O:4][C:5]1[CH:21]=[CH:20][C:8]([CH2:9][C:11]2[CH:12]=[CH:13][C:14]([NH2:17])=[CH:15][CH:16]=2)=[CH:7][CH:6]=1)([CH3:3])[CH3:2]. Procedure details: A mixture of 4-(4-isopropoxybenzoyl)-nitrobenzene (14.0 g, 49.09 mmol) and 10% palladium on carbon (2.0 g) in a solution of ethanol (250 mL) and concentrated hydrochloric acid (30 mL) was hydrogenated at 50 psi in a Parr apparatus for 16 hours. The catalyst was removed by filtration through a Celite pad, and filtrate was concentrated in vacuo. The residue was diluted with ice cold water, basified with concentrated ammonium hydroxide solution, and extracted into ethyl acetate. The organic extract... Starting materials: Cl (Hydrochloride), C(C(C)(C)C)(=O)OCOC(=O)C1=CCS[C@H]2N1C([C@H]2NC(\C(=C/CC)\C=2N=C(SC2)NC(=O)OC(C)(C)C)=O)=O (7beta-[(Z)-2-(2-t-butoxycarbonylaminothiazol-4-yl)-2-pentenoyl]amino-3-cephem-4-carboxylic acid pivaloyloxymethyl ester). Run in C1(=CC=CC=C1)OC (anisole), FC(C(=O)O)(F)F (trifluoroacetic acid). Reaction conditions: time 150 minute. Yields the product C(C(C)(C)C)(=O)OCOC(=O)C1=CCS[C@H]2N1C([C@H]2NC(\C(=C/CC)\C=2N=C(SC2)N)=O)=O (7beta-[(Z)-2-(2-aminothiazol-4-yl)-2-pentenoyl]amino-3-cephem-4-carboxylic acid pivaloyloxymethyl ester). Yield: 83.5%. RXN SMILES: Cl.[C:2]([O:8][CH2:9][O:10][C:11]([C:13]1[N:18]2[C:19](=[O:41])[C@@H:20]([NH:21][C:22](=[O:40])/[C:23](/[C:27]3[N:28]=[C:29]([NH:32]C(OC(C)(C)C)=O)[S:30][CH:31]=3)=[CH:24]\[CH2:25][CH3:26])[C@H:17]2[S:16][CH2:15][CH:14]=1)=[O:12])(=[O:7])[C:3]([CH3:6])([CH3:5])[CH3:4]>C1(OC)C=CC=CC=1.FC(F)(F)C(O)=O>[C:2]([O:8][CH2:9][O:10][C:11]([C:13]1[N:18]2[C:19](=[O:41])[C@@H:20]([NH:21][C:22](=[O:40])/[C:23](/[C:27]3[N:28]=[C:29]([NH2:32])[S:30][CH:31]=3)=[CH:24]\[CH2:25][CH3:26])[C@H:17]2[S:16][CH2:15][CH:14]=1)=[O:12])(=[O:7])[C:3]([CH3:6])([CH3:4])[CH3:5]. Procedure details: [Hydrochloride] A solution of 7beta-[(Z)-2-(2-t-butoxycarbonylaminothiazol-4-yl)-2-pentenoyl]amino-3-cephem-4-carboxylic acid pivaloyloxymethyl ester (360 mg) in a mixture of anisole (2 ml) and trifluoroacetic acid (2 ml) is stirred at room temperature for 150 minutes and concentrated. The residue is dissolved in aqueous sodium hydrogen carbonate and extracted with ethyl acetate. The extract is purified by silica gel column chromatography to give 7beta-[(Z)-2-(2-aminothiazol-4-yl)-2-pentenoyl]am... Reactants: N#Cc1ccccc1-c1ccc(CBr)c(Br)c1, O=C([O-])[O-], CCc1cc2c(=O)n(Cc3ccc(OC)cc3OC)c(=O)[nH]c2s1, CC#N, [K+], [K+]. Yields the product CCc1cc2c(=O)n(Cc3ccc(OC)cc3OC)c(=O)n(Cc3ccc(-c4ccccc4C#N)cc3Br)c2s1. As a reaction SMILES: [Br:25][c:26]1[cH:27][c:28](-[c:34]2[c:35]([C:40]#[N:41])[cH:36][cH:37][cH:38][cH:39]2)[cH:29][cH:30][c:31]1[CH2:32][Br:33].[C:42](=[O:43])([O-:44])[O-:45].[CH3:1][O:2][c:3]1[c:4]([CH2:5][n:6]2[c:7](=[O:18])[nH:8][c:9]3[c:10]([c:11]2=[O:12])[cH:13][c:14]([CH2:16][CH3:17])[s:15]3)[cH:19][cH:20][c:21]([O:23][CH3:24])[cH:22]1.[CH3:48][C:49]#[N:50].[K+:46].[K+:47]>>[CH3:1][O:2][c:3]1[c:4]([CH2:5][n:6]2[c:7](=[O:18])[n:8]([CH2:32][c:31]3[c:26]([Br:25])[cH:27][c:28](-[c:34]4[c:35]([C:40]#[N:41])[cH:36][cH:37][cH:38][cH:39]4)[cH:29][cH:30]3)[c:9]3[c:10]([c:11]2=[O:12])[cH:13][c:14]([CH2:16][CH3:17])[s:15]3)[cH:19][cH:20][c:21]([O:23][CH3:24])[cH:22]1.